This data is from the Open Reaction Database (ORD), a public repository of structured organic reaction records. The task is: describe an organic reaction: reactants, conditions, products, and yield Starting materials: C1=CC=C(C=2SC3=C(C21)C=CC=C3)OC(C(=O)O)(C)C (2-(4-Dibenzothiophenoxy)-2-methylpropionic acid), C(C)O (ethanol). Yields the product C1=CC=C(C=2SC3=C(C21)C=CC=C3)OC(C(=O)OCC)(C)C (ETHYL 2-(4-DIBENZOTHIOPHENOXY)-2-METHYLPROPIONATE). As a reaction SMILES: [CH:1]1[C:9]2[C:8]3[CH:10]=[CH:11][CH:12]=[CH:13][C:7]=3[S:6][C:5]=2[C:4]([O:14][C:15]([CH3:20])([CH3:19])[C:16]([OH:18])=[O:17])=[CH:3][CH:2]=1.[CH2:21](O)[CH3:22]>>[CH:1]1[C:9]2[C:8]3[CH:10]=[CH:11][CH:12]=[CH:13][C:7]=3[S:6][C:5]=2[C:4]([O:14][C:15]([CH3:20])([CH3:19])[C:16]([O:18][CH2:21][CH3:22])=[O:17])=[CH:3][CH:2]=1. Procedure: 2-(4-Dibenzothiophenoxy)-2-methylpropionic acid (9.5 g) was dissolved in 500 ml absolute ethanol. Dry hydrogen chloride was bubbled through for 3 hours, and the mixture was stored over night. After evaporation of the solvent, the residue was dissolved in 250 ml ether, washed with sodium bicarbonate solution, dried and evaporated to give 8.5 g of a brown liquid, b.p. 155-170/0.001 mm Hg. Reactants: CCOCC, Cc1cc2ccccc2[nH]1, CCOC(=O)C(=O)Cl, c1ccncc1. Product: CCOC(=O)C(=O)c1c(C)[nH]c2ccccc12. As a reaction SMILES: [CH3:25][CH2:26][O:27][CH2:28][CH3:29].[CH3:9][c:10]1[nH:11][c:12]2[cH:13][cH:14][cH:15][cH:16][c:17]2[cH:18]1.[Cl:1][C:2]([C:3](=[O:4])[O:5][CH2:6][CH3:7])=[O:8].[cH:19]1[cH:20][cH:21][n:22][cH:23][cH:24]1>>[C:2]([C:3](=[O:4])[O:5][CH2:6][CH3:7])(=[O:8])[c:18]1[c:10]([CH3:9])[nH:11][c:12]2[cH:13][cH:14][cH:15][cH:16][c:17]21. The reactants are COC=1C=C2CCNC(C2=CC1OC)C (1,2,3,4-tetrahydro-6,7-dimethoxy-1-methylisoquinoline), [N+](=O)([O-])C=1C=C(C=CC1)CC(=O)O (m-nitrophenylacetic acid), C1(CCCCC1)N=C=NC1CCCCC1 (dicyclohexylcarbodiimide). Solvent: C(Cl)Cl (methylene chloride). Product: [N+](=O)([O-])C=1C=C(C=CC1)CC(=O)N1C(C2=CC(=C(C=C2CC1)OC)OC)C (N-(3-nitrophenylacetyl)- 1,2,3,4-tetrahydro-6,7-dimethoxy-1-methylisoquinoline). Isolated yield 64.0%. RXN SMILES: [CH3:1][O:2][C:3]1[CH:4]=[C:5]2[C:10](=[CH:11][C:12]=1[O:13][CH3:14])[CH:9]([CH3:15])[NH:8][CH2:7][CH2:6]2.[N+:16]([C:19]1[CH:20]=[C:21]([CH2:25][C:26](O)=[O:27])[CH:22]=[CH:23][CH:24]=1)([O-:18])=[O:17].C1(N=C=NC2CCCCC2)CCCCC1>C(Cl)Cl>[N+:16]([C:19]1[CH:20]=[C:21]([CH2:25][C:26]([N:8]2[CH2:7][CH2:6][C:5]3[C:10](=[CH:11][C:12]([O:13][CH3:14])=[C:3]([O:2][CH3:1])[CH:4]=3)[CH:9]2[CH3:15])=[O:27])[CH:22]=[CH:23][CH:24]=1)([O-:18])=[O:17]. Procedure details: To a stirred solution of 1,2,3,4-tetrahydro-6,7-dimethoxy-1-methylisoquinoline (20.0 g, 0.096 m) in methylene chloride (300 ml) under nitrogen at ambient temperature was added m-nitrophenylacetic acid (17.5 g, 0.096 m) and then portionwise dicyclohexylcarbodiimide (20.7 g, 0.1 m) and the mixture stirred for 3 hours. The precipitated solid was removed by filtration and the filtrate evaporated to an oily residue. This was treated with 100 ml methanol and 50 ml ether and the solid precipitate colle...